Dataset: the Open Reaction Database (ORD), a public repository of structured organic reaction records. Task: describe an organic reaction: reactants, conditions, products, and yield Starting materials: CS(C)=O, OCC1CO1, [Na+], [OH-], O=C(O)C=Cc1ccc(O)cc1, OCC(O)CO, O=S(=O)(O)O. The product is O=C(O)C=Cc1ccccc1. RXN SMILES: [CH3:25][S:26]([CH3:27])=[O:28].[CH:13]1([CH2:16][OH:17])[O:14][CH2:15]1.[Na+:24].[OH-:23].[OH:1][c:2]1[cH:3][cH:4][c:5]([CH:6]=[CH:7][C:8](=[O:9])[OH:10])[cH:11][cH:12]1.[OH:29][CH2:30][CH:31]([CH2:32][OH:33])[OH:34].[S:18](=[O:19])(=[O:20])([OH:21])[OH:22]>>[cH:2]1[cH:3][cH:4][c:5]([CH:6]=[CH:7][C:8](=[O:9])[OH:10])[cH:11][cH:12]1. Starting materials: CC(C(C(=O)N1C(CCC1)C(CCC=C)=O)=O)(CC)C (3,3-dimethyl-1-(2-pent-4-enoylpyrrolidinyl)pentane-1,2-dione), C(C1=CC=CC=C1)OC1=CC=C(C=C1)Br (4-benzyloxybromobenzene), C1(=C(C=CC=C1)P(C1=C(C=CC=C1)C)C1=C(C=CC=C1)C)C (tri(orthotolyl)phosphine). Reagents/catalysts: C(C)(=O)[O-].[Pd+2].C(C)(=O)[O-] (palladium (II) acetate). The solvent is C(C)N(CC)CC (triethylamine). The product is CC(C(C(=O)N1C(CCC1)C(CCC=CC1=CC=C(C=C1)OCC1=CC=CC=C1)=O)=O)(CC)C (3,3-dimethyl-1-(2-{5-[4-(phenylmethoxy)phenyl]pent-4-enoyl}pyrrolidinyl)pentane-1,2-dione). Isolated yield 60.1%. Reaction SMILES: [CH3:1][C:2]([CH3:20])([CH2:18][CH3:19])[C:3](=[O:17])[C:4]([N:6]1[CH2:10][CH2:9][CH2:8][CH:7]1[C:11](=[O:16])[CH2:12][CH2:13][CH:14]=[CH2:15])=[O:5].[CH2:21]([O:28][C:29]1[CH:34]=[CH:33][C:32](Br)=[CH:31][CH:30]=1)[C:22]1[CH:27]=[CH:26][CH:25]=[CH:24][CH:23]=1.C1(C)C=CC=CC=1P(C1C=CC=CC=1C)C1C=CC=CC=1C>C(N(CC)CC)C.C([O-])(=O)C.[Pd+2].C([O-])(=O)C>[CH3:1][C:2]([CH3:20])([CH2:18][CH3:19])[C:3](=[O:17])[C:4]([N:6]1[CH2:10][CH2:9][CH2:8][CH:7]1[C:11](=[O:16])[CH2:12][CH2:13][CH:14]=[CH:15][C:32]1[CH:33]=[CH:34][C:29]([O:28][CH2:21][C:22]2[CH:27]=[CH:26][CH:25]=[CH:24][CH:23]=2)=[CH:30][CH:31]=1)=[O:5] |f:4.5.6|. Procedure details: A solution of 3,3-dimethyl-1-(2-pent-4-enoylpyrrolidinyl)pentane-1,2-dione (1.73 g; 6.20 mmol), 4-benzyloxybromobenzene (1.80 g; 6.83 mmol), palladium (II) acetate (70 mg; 0.31 mmol), and tri(orthotolyl)phosphine (380 mg; 1.24 mmol) in triethylamine (23 ml) was refluxed overnight. The mixture was concentrated in vacuo and purified on a silica gel column, eluting with a gradient from 10% ethyl acetate/hexane to 20% ethyl acetate/hexane, to obtain 1.72 g (60%) of 3,3-dimethyl-1-(2-{5-[4-(phenylmet... Reactants: solution, C[Mg]Br (methylmagnesium bromide), C(CCC)C=1N(C(=C(N1)C(CC)=O)C#N)C(C1=CC=CC=C1)(C1=CC=CC=C1)C1=CC=CC=C1 (2-butyl-5-cyano-4-propionyl-1-tritylimidazole), [Cl-].[NH4+] (ammonium chloride), C(C)(=O)OCC (ethyl acetate). The solvent is O1CCCC1 (tetrahydrofuran), O1CCCC1 (tetrahydrofuran). Conditions: temperature 30 celsius, time 1 hour. The product is C(CCC)C=1N(C(=C(N1)C(CC)(C)O)C#N)C(C1=CC=CC=C1)(C1=CC=CC=C1)C1=CC=CC=C1 (2-Butyl-5-cyano-4-(1-hydroxy-1-methylpropyl)-1-tritylimidazole). RXN SMILES: C[Mg]Br.[CH2:4]([C:8]1[N:9]([C:19]([C:32]2[CH:37]=[CH:36][CH:35]=[CH:34][CH:33]=2)([C:26]2[CH:31]=[CH:30][CH:29]=[CH:28][CH:27]=2)[C:20]2[CH:25]=[CH:24][CH:23]=[CH:22][CH:21]=2)[C:10]([C:17]#[N:18])=[C:11]([C:13](=[O:16])[CH2:14][CH3:15])[N:12]=1)[CH2:5][CH2:6][CH3:7].[Cl-].[NH4+].[C:40](OCC)(=O)C>O1CCCC1>[CH2:4]([C:8]1[N:9]([C:19]([C:32]2[CH:37]=[CH:36][CH:35]=[CH:34][CH:33]=2)([C:26]2[CH:27]=[CH:28][CH:29]=[CH:30][CH:31]=2)[C:20]2[CH:21]=[CH:22][CH:23]=[CH:24][CH:25]=2)[C:10]([C:17]#[N:18])=[C:11]([C:13]([OH:16])([CH3:40])[CH2:14][CH3:15])[N:12]=1)[CH2:5][CH2:6][CH3:7] |f:2.3|. Reported procedure: 5 ml of a 1M solution of methylmagnesium bromide in tetrahydrofuran were added dropwise at 10° C. under an atmosphere of nitrogen to a solution of 2 g of 2-butyl-5-cyano-4-propionyl-1-tritylimidazole (prepared as described in Preparation 15) in 36 ml of tetrahydrofuran, and the resulting mixture was stirred at 20° C. for 1 hour and subsequently at 30° C. for a further 1 hour. At the end of this time, a mixture of a saturated aqueous solution of ammonium chloride and ethyl acetate was added to th... The reactants are [N+](=O)([O-])C1=CC=C(OCCCC[Si](O[Si](O[Si](O[Si](O[Si](O[Si](C)(C)CCCCOC2=CC=C(C=C2)[N+](=O)[O-])(C)C)(C)C)(C)C)(C)C)(C)C)C=C1 (1,11-bis[4-(4-nitrophenoxy)butyl]-1,1,3,3,5,5,7,7,9,9,11,11-dodecamethylhexasiloxane), [H][H] (hydrogen). The reagents and catalysts are [Pd] (Pd/C). Product: NC1=CC=C(OCCCC[Si](O[Si](O[Si](O[Si](O[Si](O[Si](C)(C)CCCCOC2=CC=C(C=C2)N)(C)C)(C)C)(C)C)(C)C)(C)C)C=C1 (1,11-bis[4-(4-aminophenoxy)butyl]-1,1,3,3,5,5,7,7,9,9,11,11-dodecamethylhexasiloxane). Yield: 99.6%. Reaction SMILES: [N+:1]([C:4]1[CH:51]=[CH:50][C:7]([O:8][CH2:9][CH2:10][CH2:11][CH2:12][Si:13]([CH3:49])([CH3:48])[O:14][Si:15]([CH3:47])([CH3:46])[O:16][Si:17]([CH3:45])([CH3:44])[O:18][Si:19]([CH3:43])([CH3:42])[O:20][Si:21]([CH3:41])([CH3:40])[O:22][Si:23]([CH2:26][CH2:27][CH2:28][CH2:29][O:30][C:31]2[CH:36]=[CH:35][C:34]([N+:37]([O-])=O)=[CH:33][CH:32]=2)([CH3:25])[CH3:24])=[CH:6][CH:5]=1)([O-])=O.[H][H]>[Pd]>[NH2:1][C:4]1[CH:51]=[CH:50][C:7]([O:8][CH2:9][CH2:10][CH2:11][CH2:12][Si:13]([CH3:48])([CH3:49])[O:14][Si:15]([CH3:47])([CH3:46])[O:16][Si:17]([CH3:45])([CH3:44])[O:18][Si:19]([CH3:43])([CH3:42])[O:20][Si:21]([CH3:41])([CH3:40])[O:22][Si:23]([CH2:26][CH2:27][CH2:28][CH2:29][O:30][C:31]2[CH:32]=[CH:33][C:34]([NH2:37])=[CH:35][CH:36]=2)([CH3:24])[CH3:25])=[CH:6][CH:5]=1. Procedure: 1.02 g of the above (2A) (1.25 mmol) and 10 mL of a 10 wt % Pd/C (0.0203 g) ethyl acetate solution were mixed, and stirred for 2 days in a hydrogen atmosphere at room temperature. The solution was filtrated by Celite and then concentrated to obtain a colorless oily material of 1,11-bis[4-(4-aminophenoxy)butyl]-1,1,3,3,5,5,7,7,9,9,11,11-dodecamethylhexasiloxane (3A) (0.943 g, 99% of yield) represented by the following formula. Various measurements were carried out with regard to the obtained (3A)... Reactants: C(C1=CC=CC=C1)(C1=CC=CC=C1)(C1=CC=CC=C1)N1C=NC(=C1)C(=O)O (1-trityl-1H-imidazole-4-carboxylic acid), O.ON1N=NC2=C1C=CC=C2 (1-hydroxybenzotriazole hydrate), O-benzotriazol-1-yl-N,N,N′N′-tetramethyluronium hexafluorophosphate, Cl.NC1=C(C(N(C(N1CCCC)=O)CC1=C(C=CC=C1)F)=O)NC(CC1=CC=C(C=C1)N)=O (N-[6-amino-1-butyl-3-(2-fluoro-benzyl)-2,4-dioxo-1,2,3,4-tetrahydro-pyrimidin-5-yl]-2-(4-amino-phenyl)-acetamide hydrochloride salt), C(C)(C)N(C(C)C)CC (N,N-diisopropylethylamine). The solvent is CN(C=O)C (N,N-dimethylformamide). Reaction conditions: temperature 0 celsius, time 1 hour. Product: NC1=C(C(N(C(N1CCCC)=O)CC1=C(C=CC=C1)F)=O)NC(=O)CC1=CC=C(C=C1)NC(=O)C=1N=CN(C1)C(C1=CC=CC=C1)(C1=CC=CC=C1)C1=CC=CC=C1 (1-trityl-1H-imidazole-4-carboxylic acid (4-{[6-amino-1-butyl-3-(2-fluoro-benzyl)-2,4-dioxo-1,2,3,4-tetrahydro-pyrimidin-5-ylcarbamoyl]-methyl}-phenyl)-amide). Isolated yield 111.5%. Reaction SMILES: [C:1]([N:20]1[CH:24]=[C:23]([C:25](O)=[O:26])[N:22]=[CH:21]1)([C:14]1[CH:19]=[CH:18][CH:17]=[CH:16][CH:15]=1)([C:8]1[CH:13]=[CH:12][CH:11]=[CH:10][CH:9]=1)[C:2]1[CH:7]=[CH:6][CH:5]=[CH:4][CH:3]=1.O.ON1C2C=CC=CC=2N=N1.Cl.[NH2:40][C:41]1[N:46]([CH2:47][CH2:48][CH2:49][CH3:50])[C:45](=[O:51])[N:44]([CH2:52][C:53]2[CH:58]=[CH:57][CH:56]=[CH:55][C:54]=2[F:59])[C:43](=[O:60])[C:42]=1[NH:61][C:62](=[O:71])[CH2:63][C:64]1[CH:69]=[CH:68][C:67]([NH2:70])=[CH:66][CH:65]=1.C(N(CC)C(C)C)(C)C>CN(C)C=O>[NH2:40][C:41]1[N:46]([CH2:47][CH2:48][CH2:49][CH3:50])[C:45](=[O:51])[N:44]([CH2:52][C:53]2[CH:58]=[CH:57][CH:56]=[CH:55][C:54]=2[F:59])[C:43](=[O:60])[C:42]=1[NH:61][C:62]([CH2:63][C:64]1[CH:65]=[CH:66][C:67]([NH:70][C:25]([C:23]2[N:22]=[CH:21][N:20]([C:1]([C:14]3[CH:15]=[CH:16][CH:17]=[CH:18][CH:19]=3)([C:2]3[CH:7]=[CH:6][CH:5]=[CH:4][CH:3]=3)[C:8]3[CH:9]=[CH:10][CH:11]=[CH:12][CH:13]=3)[CH:24]=2)=[O:26])=[CH:68][CH:69]=1)=[O:71] |f:1.2,3.4|. Procedure: A solution of 1-trityl-1H-imidazole-4-carboxylic acid (67 mg, 0.19 mmol) in N,N-dimethylformamide (1.0 mL) at 25 ° C. was treated with 1-hydroxybenzotriazole hydrate (25.4 mg, 0.19 mmol) and O-benzotriazol-1-yl-N,N,N′N′-tetramethyluronium hexafluorophosphate (71 mg, 0.19 mmol). This solution was cooled to 0° C. and then was treated with N-[6-amino-1-butyl-3-(2-fluoro-benzyl)-2,4-dioxo-1,2,3,4-tetrahydro-pyrimidin-5-yl]-2-(4-amino-phenyl)-acetamide hydrochloride salt (81.5 mg, 0.17 mmol) and N,N-... Starting materials: C(C)(C)[N-]C(C)C.[Li+] (Lithium diisopropylamide), C(C)=NC1CCCCC1 (N-ethylidenecyclohexanamine), O1CCCC1 (tetrahydrofuran), FC1=CC=C(C=C1)C(=C(C=O)C)C1=CC=C(C=C1)F (3,3-bis(4-fluorophenyl)-2-methylpropenal). Conditions: time 4 hour. The product is FC1=CC=C(C=C1)C(=C(C=CC=O)C)C1=CC=C(C=C1)F (5,5-bis(4-fluorophenyl)-4-methyl-2,4-pentadienal). As a reaction SMILES: C([N-]C(C)C)(C)C.[Li+].C(=NC1CCCCC1)C.[F:18][C:19]1[CH:24]=[CH:23][C:22]([C:25]([C:30]2[CH:35]=[CH:34][C:33]([F:36])=[CH:32][CH:31]=2)=[C:26]([CH3:29])[CH:27]=O)=[CH:21][CH:20]=1.[O:37]1CC[CH2:39][CH2:38]1>>[F:18][C:19]1[CH:20]=[CH:21][C:22]([C:25]([C:30]2[CH:35]=[CH:34][C:33]([F:36])=[CH:32][CH:31]=2)=[C:26]([CH3:29])[CH:27]=[CH:39][CH:38]=[O:37])=[CH:23][CH:24]=1 |f:0.1|. Reported procedure: Lithium diisopropylamide (13 mL of 1.84M solution, 24 mmol) was added to N-ethylidenecyclohexanamine (12 mL of 2M solution, 24 mmol) in tetrahydrofuran at -40° C. After stirring for 30 minutes 3,3-bis(4-fluorophenyl)-2-methylpropenal (2.1 g, 8.1 mmol) was added and the solution stirred for 4 hours during which time the temperature was allowed to rise to -15° C. The solution was quenched with 2N hydrochloric acid and the mixture extracted with diethyl ether. The extracts were dried with magnesium... The reactants are CC=1C=CC2=C(OC3=C(C(C2)=O)C=C(C=C3)SC)C1 (10,11-dihydro-3-methyl-8-methylthio-dibenz[b,f]oxepin-10-one), [Cl-].[Ca+2].[Cl-] (calcium chloride), Cl (hydrogen chloride). Run in C1=CC=CC=C1 (benzene). Conditions: time 16 hour. Product: ClC1CC2=C(OC3=C1C=C(C=C3)SC)C=C(C=C2)C (10-chloro-10,11-dihydro-3-methyl-8-methylthio-dibenz[b,f]oxepin). As a reaction SMILES: [CH3:1][C:2]1[CH:3]=[CH:4][C:5]2[CH2:11][C:10](=O)[C:9]3[CH:13]=[C:14]([S:17][CH3:18])[CH:15]=[CH:16][C:8]=3[O:7][C:6]=2[CH:19]=1.[Cl-:20].[Ca+2].[Cl-].Cl>C1C=CC=CC=1>[Cl:20][CH:10]1[C:9]2[CH:13]=[C:14]([S:17][CH3:18])[CH:15]=[CH:16][C:8]=2[O:7][C:6]2[CH:19]=[C:2]([CH3:1])[CH:3]=[CH:4][C:5]=2[CH2:11]1 |f:1.2.3|. Procedure: 7.5 G. of 10,11-dihydro-3-methyl-8-methylthio-dibenz[b,f]oxepin-10-one are dissolved in 75 ml. of benzene. 7.5 G. of anhydrous calcium chloride are added thereto and the mixture is saturated with hydrogen chloride. Then, the resulting mixture is stirred at room temperature for 16 hours and filtered. The filtrate is evaporated in vacuo and there is obtained 10-chloro-10,11-dihydro-3-methyl-8-methylthio-dibenz[b,f]oxepin.